From a dataset of the Open Reaction Database (ORD), a public repository of structured organic reaction records. describe an organic reaction: reactants, conditions, products, and yield Reaction conditions: time 1 hour. Yield: 100.0%. Reported procedure: To a mixture of 4.85 g (20.6 mmol) of methyl 6-(thiazol-2-ylamino)-pyridine-2-carboxylate, 7.20 ml (41.2 mmol) of N,N-diisopropylethylamine and 100 ml of chloroform was added 2.35 ml (30.9 mmol) of chloromethylmethyl ether followed by stirring at room temperature for 1 hour. The reaction mixture was washed with 100 ml of water for three times and the organic layer was dried over anhydrous magnesium sulfate and filtered. The filtrate was concentrated to about 20 ml in total and the resulting soli... The solvent is C(Cl)(Cl)Cl (chloroform). RXN SMILES: [S:1]1[CH:5]=[CH:4][N:3]=[C:2]1[NH:6][C:7]1[N:12]=[C:11]([C:13]([O:15][CH3:16])=[O:14])[CH:10]=[CH:9][CH:8]=1.C(N(CC)C(C)C)(C)C.Cl[CH2:27][O:28][CH3:29]>C(Cl)(Cl)Cl>[CH3:27][O:28][CH2:29][N:3]1[CH:4]=[CH:5][S:1][C:2]1=[N:6][C:7]1[N:12]=[C:11]([C:13]([O:15][CH3:16])=[O:14])[CH:10]=[CH:9][CH:8]=1. The product is COCN1C(SC=C1)=NC1=CC=CC(=N1)C(=O)OC (methyl 6-(3-methoxymethyl-3H-thiazol-2-ylideneamino)-pyridine-2-carboxylate). Reactants: S1C(=NC=C1)NC1=CC=CC(=N1)C(=O)OC (methyl 6-(thiazol-2-ylamino)-pyridine-2-carboxylate), C(C)(C)N(C(C)C)CC (N,N-diisopropylethylamine), ClCOC (chloromethylmethyl ether). Reactants: Cl[C@@H]1[C@@H]2[C@]3(C=CC(C=C3CC[C@H]2[C@@H]2C[C@@H]([C@](C(CO)=O)([C@]2(C1)C)OC(CC)=O)C)=O)C (11β-chloro-21-hydroxy-16β-methyl-17-propionyloxypregna-1,4-diene-3,20-dione), C(C)(=O)OC(C)=O (acetic anhydride), O (water), Cl (hydrochloric acid). Run in N1=CC=CC=C1 (pyridine). Yields the product C(C)(=O)OCC([C@]1([C@H](C[C@H]2[C@@H]3CCC4=CC(C=C[C@]4(C)[C@H]3[C@H](C[C@]12C)Cl)=O)C)OC(CC)=O)=O (21-Acetoxy-11β-chloro-16β-methyl-17-propionyloxypregna-1,4-diene-3,20-dione), ( K ). Reaction SMILES: [Cl:1][C@H:2]1[CH2:22][C@@:21]2([CH3:23])[C@@H:13]([CH2:14][C@H:15]([CH3:29])[C@:16]2([O:24][C:25](=[O:28])[CH2:26][CH3:27])[C:17](=[O:20])[CH2:18][OH:19])[C@H:12]2[C@H:3]1[C@:4]1([CH3:31])[C:9]([CH2:10][CH2:11]2)=[CH:8][C:7](=[O:30])[CH:6]=[CH:5]1.[C:32](OC(=O)C)(=[O:34])[CH3:33].O.Cl>N1C=CC=CC=1>[C:32]([O:19][CH2:18][C:17](=[O:20])[C@:16]1([O:24][C:25](=[O:28])[CH2:26][CH3:27])[C@:21]2([CH3:23])[C@H:13]([C@H:12]3[C@H:3]([C@@H:2]([Cl:1])[CH2:22]2)[C@:4]2([CH3:31])[C:9](=[CH:8][C:7](=[O:30])[CH:6]=[CH:5]2)[CH2:10][CH2:11]3)[CH2:14][C@@H:15]1[CH3:29])(=[O:34])[CH3:33]. Procedure: A solution of 11β-chloro-21-hydroxy-16β-methyl-17-propionyloxypregna-1,4-diene-3,20-dione (75 mg) in pyridine (1 ml) was treated with acetic anhydride (0.2 ml) at room temperature. After 3 hours water (0.4 ml) was added and the solution was poured into dilute by hydrochloric acid. The precipitated solid was removed by filtration and after drying was recrystallized from methanol to give the title compound, m.p. 212°-213°(K), [α]D + 101.1° (c 0.6 chloroform). λmax 239 nm (ε 16,280) (Found: C, 65.7...